This data is from the Open Reaction Database (ORD), a public repository of structured organic reaction records. The task is: describe an organic reaction: reactants, conditions, products, and yield Procedure details: To a 200-ml flask were added 40 ml of DMF, 20 g (0.0677 mole) of 2-acetylamino-5-chloroiodobenzene, 5.85 g (0.0812 mole) of acrylic acid, 7.77 g (0.0947 mole) of anhydrous sodium acetate, 10 mg of palladium chloride and 30 mg of triphenylphosphine. This mixture was stirred at 115° C. for 5 hours and poured into 200 ml of water, and then a large amount of crystal precipitated. Sodium hydroxide was added to this aqueous solution containing the crystal while stirring the solution as it was, until t... As a reaction SMILES: CN(C=O)C.[C:6]([NH:9][C:10]1[CH:15]=[CH:14][C:13]([Cl:16])=[CH:12][C:11]=1I)(=[O:8])[CH3:7].[C:18]([OH:22])(=[O:21])[CH:19]=[CH2:20].C([O-])(=O)C.[Na+]>[Pd](Cl)Cl.C1(P(C2C=CC=CC=2)C2C=CC=CC=2)C=CC=CC=1.O>[C:6]([NH:9][C:10]1[CH:15]=[CH:14][C:13]([Cl:16])=[CH:12][C:11]=1[CH:20]=[CH:19][C:18]([OH:22])=[O:21])(=[O:8])[CH3:7] |f:3.4|. The yield is 85.7%. Reaction conditions: temperature 115 celsius, time 5 hour. Run in O (water). The reagents and catalysts are [Pd](Cl)Cl (palladium chloride), C1(=CC=CC=C1)P(C1=CC=CC=C1)C1=CC=CC=C1 (triphenylphosphine). Yields the product C(C)(=O)NC1=C(C=CC(=O)O)C=C(C=C1)Cl (2-acetylamino-5-chlorocinnamic acid). Reactants: CN(C)C=O (DMF), C(C)(=O)NC1=C(C=C(C=C1)Cl)I (2-acetylamino-5-chloroiodobenzene), C(C=C)(=O)O (acrylic acid), C(C)(=O)[O-].[Na+] (sodium acetate). Starting materials: C(C)N(CCC[Mg]Cl)CC (3-diethylaminopropylmagnesium chloride), C(C)N(CCCCl)CC (3-diethylaminopropylchloride), C(#N)C1=CC=2N(C3=CC=C(C=C3C2C=C1)C#N)C (2,6-dicyano-N-methylcarbazole), [Cl-].[NH4+] (ammonium chloride), O=P12OP3(=O)OP(=O)(O1)OP(=O)(O2)O3 (phosphorous pentoxide), COS(=O)(=O)OC (dimethylsulfate), [OH-].[Na+] (sodium hydroxide), CN(C)C(=O)N=NC(=O)N(C)C (diamide). Run in O1CCCC1 (tetrahydrofuran), O1CCCC1 (tetrahydrofuran). Product: C(C)N(CCCC(=O)C1=CC=2N(C3=CC=C(C=C3C2C=C1)C(CCCN(CC)CC)=O)C)CC (2,6-bis(4-diethylaminobutyryl)-N-methylcarbazole). Reaction SMILES: [CH2:1]([N:3]([CH2:9][CH3:10])[CH2:4][CH2:5][CH2:6][Mg]Cl)[CH3:2].[CH2:11]([N:13]([CH2:18][CH3:19])[CH2:14][CH2:15][CH2:16]Cl)[CH3:12].[C:20]([C:22]1[CH:34]=[CH:33][C:32]2[C:31]3[C:26](=[CH:27][CH:28]=[C:29](C#N)[CH:30]=3)[N:25]([CH3:37])[C:24]=2[CH:23]=1)#N.COS([O:43][CH3:44])(=O)=O.[OH-].[Na+].CN(C(N=NC(N(C)C)=O)=[O:51])C.O=P12OP3(OP(OP(O3)(O1)=O)(=O)O2)=O.[Cl-].[NH4+]>O1CCCC1>[CH2:1]([N:3]([CH2:9][CH3:10])[CH2:4][CH2:5][CH2:6][C:20]([C:22]1[CH:34]=[CH:33][C:32]2[C:31]3[C:26](=[CH:27][CH:28]=[C:29]([C:44](=[O:43])[CH2:16][CH2:15][CH2:14][N:13]([CH2:18][CH3:19])[CH2:11][CH3:12])[CH:30]=3)[N:25]([CH3:37])[C:24]=2[CH:23]=1)=[O:51])[CH3:2] |f:4.5,8.9|. Procedure: To a solution of 2.5 equivalents of 3-diethylaminopropylmagnesium chloride and 3-diethylaminopropylchloride in tetrahydrofuran, is added dropwise a solution of 1 equivalent of 2,6-dicyano-N-methylcarbazole, which is prepared by treatment with dimethylsulfate in the presence of sodium hydroxide and subsequent dehydrating the diamide by heating with phosphorous pentoxide, in tetrahydrofuran. When the addition is complete the reaction mixture is gently refluxed for 2 hours, then stirred at room tem... Starting materials: C(CC)NCCC (N,N-di-n-propylamine), C=C1CC(=O)O1 (diketene). The solvent is CO (MeOH). Reaction conditions: temperature 0 celsius, time 3 hour. Product: O=C(CC(=O)N(CCC)CCC)C (3-oxo-N,N-dipropylbutaneamide). Yield: 86.3%. Reaction SMILES: [CH2:1]([NH:4][CH2:5][CH2:6][CH3:7])[CH2:2][CH3:3].[CH2:8]=[C:9]1[O:13][C:11](=[O:12])[CH2:10]1>CO>[O:13]=[C:9]([CH3:8])[CH2:10][C:11]([N:4]([CH2:5][CH2:6][CH3:7])[CH2:1][CH2:2][CH3:3])=[O:12]. Procedure details: A solution of 27.80 g (0.28 mol) N,N-di-n-propylamine was added dropwise to a solution of 20.00 g (0.24) diketene in 100 ml MeOH at 0° C. After stirring for 3 hours at 0° C., no starting material was detected anymore by thin-layer chromatography. The reaction mixture was spun off and the residue was purified by means of column chromatography. 38.05 g of product was obtained as a slightly yellow oil.